From a dataset of the Open Reaction Database (ORD), a public repository of structured organic reaction records. describe an organic reaction: reactants, conditions, products, and yield Reactants: COCCOC, CCCCON=O, CC(Nc1ccccc1)C(=O)O. Yields the product CC(C(=O)O)N(N=O)c1ccccc1. As a reaction SMILES: [CH3:20][O:21][CH2:22][CH2:23][O:24][CH3:25].[N:13](=[O:14])[O:15][CH2:16][CH2:17][CH2:18][CH3:19].[c:1]1([NH:7][CH:8]([CH3:9])[C:10](=[O:11])[OH:12])[cH:2][cH:3][cH:4][cH:5][cH:6]1>>[c:1]1([N:7]([CH:8]([CH3:9])[C:10](=[O:11])[OH:12])[N:13]=[O:14])[cH:2][cH:3][cH:4][cH:5][cH:6]1. Reactants: O=C(c1cc(Cl)ccc1-n1cccc1)N1CCCC1, O=P(Cl)(Cl)Cl. Yields the product O=C1c2cc(Cl)ccc2-n2cccc21. As a reaction SMILES: [Cl:1][c:2]1[cH:3][cH:4][c:5](-[n:15]2[cH:16][cH:17][cH:18][cH:19]2)[c:6]([C:7](=[O:8])[N:9]2[CH2:10][CH2:11][CH2:12][CH2:13]2)[cH:14]1.[P:20]([Cl:21])([Cl:22])([Cl:23])=[O:24]>>[Cl:1][c:2]1[cH:3][cH:4][c:5]2[c:6]([cH:14]1)[C:7](=[O:8])[c:19]1[n:15]-2[cH:16][cH:17][cH:18]1. Starting materials: [S-2].[Na+].[Na+] (sodium sulfide), CO (methanol), C(C)(C)(C)N=NC1(CCCCC1)Cl (1-t-butylazo-1-chlorocyclohexane). Solvent: O (water). Conditions: temperature 15 celsius, time 45 minute. Yields the product C(C)(C)(C)N=NC1(CCCCC1)SC1(CCCCC1)N=NC(C)(C)C (1-t-butylazo-1-cyclohexyl Sulfide). Isolated yield 30.0%. RXN SMILES: [S-2:1].[Na+].[Na+].CO.[C:6]([N:10]=[N:11][C:12]1(Cl)[CH2:17][CH2:16][CH2:15][CH2:14][CH2:13]1)([CH3:9])([CH3:8])[CH3:7]>O>[C:6]([N:10]=[N:11][C:12]1([S:1][C:12]2([N:11]=[N:10][C:6]([CH3:9])([CH3:8])[CH3:7])[CH2:17][CH2:16][CH2:15][CH2:14][CH2:13]2)[CH2:17][CH2:16][CH2:15][CH2:14][CH2:13]1)([CH3:9])([CH3:8])[CH3:7] |f:0.1.2|. Procedure: A solution of 1.56 grams (.02 moles) of sodium sulfide in 50 ml. of 75% aqueous methanol was prepared in a 200 ml. beaker and cooled to 15°C. To this solution was added 8.2 grams (.0404 moles) of 1-t-butylazo-1-chlorocyclohexane dropwise over a 15 minute period. After the addition was complete, the reaction was stirred for 45 minutes at room temperature and poured into 100 ml. of cold water. A solid formed and was filtered off and dried. The dried material weighed 2.2 grams (30% yield). The infr... The reactants are NC(=O)C(Sc1ccccc1)c1cccc(C(=O)c2ccc(Cl)cc2)c1N, C1CCOC1. Yields the product NC(=O)Cc1cccc(C(=O)c2ccc(Cl)cc2)c1N. As a reaction SMILES: [NH2:1][c:2]1[c:3]([CH:17]([C:18](=[O:19])[NH2:20])[S:21][c:22]2[cH:23][cH:24][cH:25][cH:26][cH:27]2)[cH:4][cH:5][cH:6][c:7]1[C:8]([c:9]1[cH:10][cH:11][c:12]([Cl:15])[cH:13][cH:14]1)=[O:16].[O:28]1[CH2:29][CH2:30][CH2:31][CH2:32]1>>[NH2:1][c:2]1[c:3]([CH2:17][C:18](=[O:19])[NH2:20])[cH:4][cH:5][cH:6][c:7]1[C:8]([c:9]1[cH:10][cH:11][c:12]([Cl:15])[cH:13][cH:14]1)=[O:16]. Reactants: C1=CC=C(C=C1)/C=C(\C(=O)C2=CC=CC=C2)/[N+](=O)[O-] ((E)α-nitrochalcone), C1=CC=C(C=C1)/C=C(\C(=O)C2=CC=CC=C2)/[N+](=O)[O-] ((E)α-nitrochalcone), C1=CC=CC1 (cyclopentadiene). Solvent: C(Cl)Cl (CH2Cl2). Reaction conditions: temperature 45 celsius, time 24 hour. The product is C(C1=CC=CC=C1)(=O)[C@]1([C@@H]2C=C[C@H]([C@H]1C1=CC=CC=C1)C2)[N+](=O)[O-] ((1S*,2R*,3S*,4R*)- 2-Benzoyl -2-nitro-3-phenylbicyclo[2.2.1]hept-5-ene). The yield is 80.9%. As a reaction SMILES: [CH:1]1[CH:6]=[CH:5][C:4](/[CH:7]=[C:8](/[N+:17]([O-:19])=[O:18])\[C:9]([C:11]2[CH:16]=[CH:15][CH:14]=[CH:13][CH:12]=2)=[O:10])=[CH:3][CH:2]=1.[CH:20]1[CH2:24][CH:23]=[CH:22][CH:21]=1>C(Cl)Cl>[C:9]([C@:8]1([N+:17]([O-:19])=[O:18])[C@H:7]([C:4]2[CH:3]=[CH:2][CH:1]=[CH:6][CH:5]=2)[C@@H:22]2[CH2:23][C@H:24]1[CH:20]=[CH:21]2)(=[O:10])[C:11]1[CH:12]=[CH:13][CH:14]=[CH:15][CH:16]=1. Procedure: A solution of (E)α-nitrochalcone [Dornow et al., Ann., 588:40 (1954); Yamamura et al., Bull. Chem. Soc., Jpn. 44:2440 (1971)] (Compound 7, 5.35 g, 21.1 mmol) in a minimum amount of CH2Cl2 (2-3 mL) was treated with freshly cracked cyclopentadiene (15.7 mL, 190 mmol, 9.0 equiv. ). The reaction mixture was stirred at 45° C. for 24 hours before the mixture was partitioned between CH2Cl2 (200 mL) and H2O (200 mL). The CH2Cl2 layer was dried (Na2SO4) and concentrated under reduced pressure. Chromatogr...